This data is from the Open Reaction Database (ORD), a public repository of structured organic reaction records. The task is: describe an organic reaction: reactants, conditions, products, and yield The reactants are C1(CCCCC1)C=CC=C[C@@H]1CC[C@H](CC1)CCC (1-cyclohexyl-4-(trans-4'-n-propylcyclohexyl)-1,3-butadiene), C(\C=C\C#N)#N (fumaronitrile). Yields the product C1(CCCCC1)C1=C(C(C#N)=C(C=C1)[C@@H]1CC[C@H](CC1)CCC)C#N (3-cyclohexyl-6-(trans-4'-n-propylcyclohexyl)phthalonitrile). Reaction SMILES: [CH:1]1([CH:7]=[CH:8][CH:9]=[CH:10][C@H:11]2[CH2:16][CH2:15][C@H:14]([CH2:17][CH2:18][CH3:19])[CH2:13][CH2:12]2)[CH2:6][CH2:5][CH2:4][CH2:3][CH2:2]1.[C:20](#[N:25])/[CH:21]=[CH:22]/[C:23]#[N:24]>>[CH:1]1([C:7]2[CH:8]=[CH:9][C:10]([C@H:11]3[CH2:12][CH2:13][C@H:14]([CH2:17][CH2:18][CH3:19])[CH2:15][CH2:16]3)=[C:22]([C:23]#[N:24])[C:21]=2[C:20]#[N:25])[CH2:2][CH2:3][CH2:4][CH2:5][CH2:6]1. Procedure details: Using 1-cyclohexyl-4-(trans-4'-n-propylcyclohexyl)-1,3-butadiene and fumaronitrile, 3-cyclohexyl-6-(trans-4'-n-propylcyclohexyl)phthalonitrile was obtained by the same method as in Example 1. It was a monotropic nematic liquid crystal having m.p. of 102.5° C. and cl.p. of 92° C. Starting materials: C(=C)(C)C1=CC=CC(=N1)CN1C(N(CC1)[C@H](C(=O)OC(C)(C)C)C(C)(C)C)=O (tert-butyl (2S)-2-{3-[(6-isopropenyl-2-pyridinyl)methyl]-2-oxo-1-imidazolidinyl}-3,3-dimethylbutanoate). The reagents and catalysts are [Pd] (Pd on carbon). The solvent is CO (methanol). Run at time 2 hour. Product: C(C)(C)C1=CC=CC(=N1)CN1C(N(CC1)[C@H](C(=O)OC(C)(C)C)C(C)(C)C)=O (tert-butyl (2S)-2-{3-[(6-isopropyl-2-pyridinyl)methyl]-2-oxo-1-imidazolidinyl}-3,3-dimethylbutanoate). Reaction SMILES: [C:1]([C:4]1[N:9]=[C:8]([CH2:10][N:11]2[CH2:15][CH2:14][N:13]([C@@H:16]([C:24]([CH3:27])([CH3:26])[CH3:25])[C:17]([O:19][C:20]([CH3:23])([CH3:22])[CH3:21])=[O:18])[C:12]2=[O:28])[CH:7]=[CH:6][CH:5]=1)([CH3:3])=[CH2:2]>CO.[Pd]>[CH:1]([C:4]1[N:9]=[C:8]([CH2:10][N:11]2[CH2:15][CH2:14][N:13]([C@@H:16]([C:24]([CH3:25])([CH3:27])[CH3:26])[C:17]([O:19][C:20]([CH3:23])([CH3:22])[CH3:21])=[O:18])[C:12]2=[O:28])[CH:7]=[CH:6][CH:5]=1)([CH3:3])[CH3:2]. Procedure: A solution containing the product from Example 117B (0.038 g, 0.098 mmol) in methanol (1 mL) was treated with 10% Pd on carbon (0.005 g) and the reaction was stirred under an atmosphere of hydrogen (balloon pressure) for 2 hours. The reaction was filtered and the solvent was concentrated to give the title compound, which was used without further purification. Starting materials: C1(CCCCC1)NC(=O)C1=CC=C(C2=CC=CC=C12)S(NC1CCNCC1)(=O)=O (4-(piperidin-4-ylsulfamoyl)-naphthalene-1-carboxylic acid cyclohexylamide), CN(C(=O)Cl)C (dimethylcarbamyl chloride), ClC(=O)OCC (ethyl chloroformate). Product: CN(C(=O)N1CCC(CC1)NS(=O)(=O)C1=CC=C(C2=CC=CC=C12)C(NC1=C(C=CC=C1)C)=O)C (4-(4-o-Tolylcarbamoyl-naphthalene-1-sulfonylamino)-piperidine-1-carboxylic acid dimethylamide). RXN SMILES: [CH:1]1([NH:7][C:8]([C:10]2[C:19]3[C:14](=[CH:15][CH:16]=[CH:17][CH:18]=3)[C:13]([S:20](=[O:29])(=[O:28])[NH:21][CH:22]3[CH2:27][CH2:26][NH:25][CH2:24][CH2:23]3)=[CH:12][CH:11]=2)=[O:9])[CH2:6][CH2:5][CH2:4][CH2:3][CH2:2]1.[CH3:30][N:31]([CH3:35])[C:32](Cl)=[O:33].Cl[C:37](OCC)=O>>[CH3:30][N:31]([CH3:35])[C:32]([N:25]1[CH2:24][CH2:23][CH:22]([NH:21][S:20]([C:13]2[C:14]3[C:19](=[CH:18][CH:17]=[CH:16][CH:15]=3)[C:10]([C:8](=[O:9])[NH:7][C:1]3[CH:6]=[CH:5][CH:4]=[CH:3][C:2]=3[CH3:37])=[CH:11][CH:12]=2)(=[O:29])=[O:28])[CH2:27][CH2:26]1)=[O:33]. Procedure details: The title compound was prepared according to the general procedure in Scheme 11, substituting 4-(piperidin-4-ylsulfamoyl)-naphthalene-1-carboxylic acid o-tolylamide for 4-(piperidin-4-ylsulfamoyl)-naphthalene-1-carboxylic acid cyclohexylamide, and dimethylcarbamyl chloride for ethyl chloroformate. Wt.: 35 mg (64%). 1H NMR (300 MHz, CDCl3) δ 8.63 (d, 1H), 8.45 (d, 1H), 8.33 (d, 1H), 8.05 (d, 1H), 7.80 (d, 1H), 7.71 (m, 2H), 7.54 (s, 1H), 7.30 (m, 2H), 7.20 (m, 2H), 4.68 (d, 1H), 3.43 (m, 2H), 3.3... The reactants are Cl.ClCCCOC=1C=CC2=CC3=CC=C(C=C3N=C2C1)OCCCCl (3,6-bis(3-chloropropoxy)acridine hydrochloride), CN1CCNCC1 (N-methylpiperazine). The product is CN1CCN(CC1)CCCOC=1C=CC2=CC3=CC=C(C=C3N=C2C1)OCCCN1CCN(CC1)C (3,6-bis[3-(4-methyl-1-piperazinyl)propoxy]acridine). RXN SMILES: Cl.Cl[CH2:3][CH2:4][CH2:5][O:6][C:7]1[CH:8]=[CH:9][C:10]2[C:19]([CH:20]=1)=[N:18][C:17]1[C:12](=[CH:13][CH:14]=[C:15]([O:21][CH2:22][CH2:23][CH2:24]Cl)[CH:16]=1)[CH:11]=2.[CH3:26][N:27]1[CH2:32][CH2:31][NH:30][CH2:29][CH2:28]1>>[CH3:26][N:27]1[CH2:32][CH2:31][N:30]([CH2:3][CH2:4][CH2:5][O:6][C:7]2[CH:8]=[CH:9][C:10]3[C:19]([CH:20]=2)=[N:18][C:17]2[C:12](=[CH:13][CH:14]=[C:15]([O:21][CH2:22][CH2:23][CH2:24][N:30]4[CH2:31][CH2:32][N:27]([CH3:26])[CH2:28][CH2:29]4)[CH:16]=2)[CH:11]=3)[CH2:29][CH2:28]1 |f:0.1|. Procedure: The compound is prepared from 3,6-bis(3-chloropropoxy)acridine hydrochloride and N-methylpiperazine as described in Example 44. Starting materials: C(C1=CC=CC=C1)(=O)C=1C=C(C(=O)O)C=CC1 (3-benzoylbenzoic acid), S(O)(O)(=O)=O (sulfuric acid), C(C)O (ethanol), ice water. Run at temperature 100 celsius, time 3 minute. Yields the product C(C1=CC=CC=C1)(=O)C=1C=C(C(=O)OCC)C=CC1 (Ethyl 3-benzoylbenzoate). Reaction SMILES: [C:1]([C:9]1[CH:10]=[C:11]([CH:15]=[CH:16][CH:17]=1)[C:12]([OH:14])=[O:13])(=[O:8])[C:2]1[CH:7]=[CH:6][CH:5]=[CH:4][CH:3]=1.S(=O)(=O)(O)O.[CH2:23](O)[CH3:24]>>[C:1]([C:9]1[CH:10]=[C:11]([CH:15]=[CH:16][CH:17]=1)[C:12]([O:14][CH2:23][CH3:24])=[O:13])(=[O:8])[C:2]1[CH:3]=[CH:4][CH:5]=[CH:6][CH:7]=1. Procedure: A 100-mL round bottom flask was charged with of 3-benzoylbenzoic acid (2.20 g, 9.7 mmol), ethanol (40 mL), and sulfuric acid (3 mL). The reaction mixture was heated at 100° C. for 15 h, poured into ice water and extracted twice with Et2O. The combined organic phase was washed with satd aq NaHCO3 and dried over K2CO3. The crude ethyl 3-benzoylbenzoate was used in the next step without further purification. LC-MS (3 min) tR=1.87 min in 3 min chromatography, m/z 255 (MH+). 1H NMR (400 MHz, CDCl3) δ... Reactants: C(CC)N(N1C=CC2=CC(=CC=C12)O)C1=CC=NC=C1 (1-(propyl-4-pyridinylamino)-1H-indol-5-ol), C([O-])([O-])=O.[K+].[K+] (potassium carbonate), C(C)(C)N=C=O (isopropyl isocyanate). The solvent is O1CCCC1 (tetrahydrofuran). Reaction conditions: time 4 hour. Yields the product C(C)(C)NC(OC=1C=C2C=CN(C2=CC1)N(C1=CC=NC=C1)CCC)=O (1-(Propyl-4-pyridinylamino)-1H-indol-5-yl isopropylcarbamate). Isolated yield 115.6%. RXN SMILES: [CH2:1]([N:4]([C:15]1[CH:20]=[CH:19][N:18]=[CH:17][CH:16]=1)[N:5]1[C:13]2[C:8](=[CH:9][C:10]([OH:14])=[CH:11][CH:12]=2)[CH:7]=[CH:6]1)[CH2:2][CH3:3].C(=O)([O-])[O-].[K+].[K+].[CH:27]([N:30]=[C:31]=[O:32])([CH3:29])[CH3:28]>O1CCCC1>[CH:27]([NH:30][C:31](=[O:32])[O:14][C:10]1[CH:9]=[C:8]2[C:13](=[CH:12][CH:11]=1)[N:5]([N:4]([CH2:1][CH2:2][CH3:3])[C:15]1[CH:20]=[CH:19][N:18]=[CH:17][CH:16]=1)[CH:6]=[CH:7]2)([CH3:29])[CH3:28] |f:1.2.3|. Procedure: To a solution of 1-(propyl-4-pyridinylamino)-1H-indol-5-ol (2.1 g) in 50 ml of tetrahydrofuran was added potassium carbonate (milled, 1.3 g). Then isopropyl isocyanate (0.67 g) was added and the reaction mixture was stirred for 4 hours. The mixture was filtered and the filtrate was concentrated to yield a solid (3.2 g), which was eluted with 5% methanol/dichloromethane on a silica gel column via HPLC. The desired fractions were concentrated to yield an oil which solidified on standing (2.75 g), ... Reactants: C(C)(C)(C)OC(=O)N1[C@@H](CCC1)C1=CC=C(C=C1)\C=C\C(=O)OC ((S)-2-[4-((E)-2-methoxycarbonyl-vinyl)-phenyl]-pyrrolidine-1-carboxylic acid tert-butyl ester), Cl (hydrochloric acid), C(C)OCC (Diethyl ether). The solvent is O1CCOCC1 (dioxane). Reaction conditions: time 16 hour. The product is Cl.COC(\C=C\C1=CC=C(C=C1)[C@H]1NCCC1)=O ((E)-3-((S)-4-pyrrolidin-2-yl-phenyl)-acrylic acid methyl ester hydrochloride). Yield: 94.0%. As a reaction SMILES: C(OC([N:8]1[CH2:12][CH2:11][CH2:10][C@H:9]1[C:13]1[CH:18]=[CH:17][C:16](/[CH:19]=[CH:20]/[C:21]([O:23][CH3:24])=[O:22])=[CH:15][CH:14]=1)=O)(C)(C)C.[ClH:25].C(OCC)C>O1CCOCC1>[ClH:25].[CH3:24][O:23][C:21](=[O:22])/[CH:20]=[CH:19]/[C:16]1[CH:17]=[CH:18][C:13]([C@@H:9]2[CH2:10][CH2:11][CH2:12][NH:8]2)=[CH:14][CH:15]=1 |f:4.5|. Procedure details: To a stirred solution of (S)-2-[4-((E)-2-methoxycarbonyl-vinyl)-phenyl]-pyrrolidine-1-carboxylic acid tert-butyl ester (40.2 g, 115 mmol) was added 120 mL of 4 N hydrochloric acid in dioxane and the reaction mixture was stirred for 16 h. Diethyl ether (500 mL) was added to the suspension and the resulting solid was filtered and washed twice with diethyl ether to yield 29.0 g (94%) of the title compound as a white solid.